describe an organic reaction: reactants, conditions, products, and yield From a dataset of the Open Reaction Database (ORD), a public repository of structured organic reaction records. Isolated yield 58.0%. The reactants are C(C1=CC=CC=C1)OC1=CC=C(C=C1)C=1C(=C2C=CC=CN2C1)CC (2-(4-benzyloxyphenyl)-1-ethylindolizine), CC#CC(=O)[O-] (methylpropiolate), C1(=CC=CC=C1)C (toluene). Reported procedure: A solution of 2-(4-benzyloxyphenyl)-1-ethylindolizine (6.55 g, 20 mmol) and methylpropiolate (10.4 g, 124 mmol) in 250 ml of dry toluene was heated to 100° C. under nitrogen atmosphere and stirred for 21/2 hour. The mixture was cooled to room temperature and 2,3-dichloro-5,6-dicyano-1,4-benzoequinone (1.84 g, 8.1 mmol) was added and stirring was continued for 1 our. The mixture was filtered through celite and the solvent removed. The crude product was purified by column chromatography over silic... Reaction SMILES: [CH2:1]([O:8][C:9]1[CH:14]=[CH:13][C:12]([C:15]2[C:16]([CH2:24][CH3:25])=[C:17]3[N:22]([CH:23]=2)[CH:21]=[CH:20][CH:19]=[CH:18]3)=[CH:11][CH:10]=1)[C:2]1[CH:7]=[CH:6][CH:5]=[CH:4][CH:3]=1.C[C:27]#[C:28][C:29]([O-:31])=[O:30].[C:32]1(C)C=CC=CC=1>>[CH2:1]([O:8][C:9]1[CH:10]=[CH:11][C:12]([C:15]2[C:16]([CH2:24][CH3:25])=[C:17]3[CH:18]=[CH:19][CH:20]=[C:21]4[N:22]3[C:23]=2[CH:27]=[C:28]4[C:29]([O:31][CH3:32])=[O:30])=[CH:13][CH:14]=1)[C:2]1[CH:7]=[CH:6][CH:5]=[CH:4][CH:3]=1. Yields the product C(C1=CC=CC=C1)OC1=CC=C(C=C1)C=1C(=C2N3C1C=C(C3=CC=C2)C(=O)OC)CC (methyl 3-(4-benzyloxyphenyl)-4-ethylpyrrolo[2,1,5-cd]indolizine-1-carboxylate). Reaction conditions: time 2 hour. The reactants are P(Cl)(Cl)(Cl)(Cl)Cl (PCl5), ClC1=C(C=CC=C1)NC(=O)C1=NC=NC=C1 (N-(2-chlorophenyl)pyrimidine-4-carboxamide), NN.O (NH2NH2.H2O). Procedure details: To a suspension of N-(2-chlorophenyl)pyrimidine-4-carboxamide 3 (0.2 g, 0.86 mmol) in 20 mL of PhMe was added 0.65 g of PCl5. The mixture was stirred at reflux for 3 h. To this solution was added 3 mL of NH2NH2.H2O. The mixture was stirred at ambient temperature for 2 h. After removal of all solvent, the residue was purified by column (2:1 of hexane/ethyl acetate) to give N-amino-N′-(2-chlorophenyl)pyrimidine-4-carboxamidine 5 as a solid. Yield: 0.15 g, 70%. Run in C1(=CC=CC=C1)C (PhMe). As a reaction SMILES: [Cl:1][C:2]1[CH:7]=[CH:6][CH:5]=[CH:4][C:3]=1[NH:8][C:9]([C:11]1[CH:16]=[CH:15][N:14]=[CH:13][N:12]=1)=O.P(Cl)(Cl)(Cl)(Cl)Cl.[NH2:23][NH2:24].O>C1(C)C=CC=CC=1>[NH2:23][NH:24][C:9]([C:11]1[CH:16]=[CH:15][N:14]=[CH:13][N:12]=1)=[N:8][C:3]1[CH:4]=[CH:5][CH:6]=[CH:7][C:2]=1[Cl:1] |f:2.3|. Product: NNC(=NC1=C(C=CC=C1)Cl)C1=NC=NC=C1 (N-amino-N′-(2-chlorophenyl)pyrimidine-4-carboxamidine).